From a dataset of the Open Reaction Database (ORD), a public repository of structured organic reaction records. describe an organic reaction: reactants, conditions, products, and yield Reactants: CCOC(=O)C1(NC(=O)c2cccc(C)c2C=CC2CC2)Cc2ccccc2C1, CCO, [K+], [OH-], O. Product: Cc1cccc(C(=O)NC2(C(=O)O)Cc3ccccc3C2)c1C=CC1CC1. Reaction SMILES: [CH2:1]([CH3:2])[O:3][C:4](=[O:5])[C:6]1([NH:15][C:16]([c:17]2[c:18]([CH:24]=[CH:25][CH:26]3[CH2:27][CH2:28]3)[c:19]([CH3:23])[cH:20][cH:21][cH:22]2)=[O:29])[CH2:7][c:8]2[cH:9][cH:10][cH:11][cH:12][c:13]2[CH2:14]1.[CH3:33][CH2:34][OH:35].[K+:31].[OH-:30].[OH2:32]>>[O:3]=[C:4]([OH:5])[C:6]1([NH:15][C:16]([c:17]2[c:18]([CH:24]=[CH:25][CH:26]3[CH2:27][CH2:28]3)[c:19]([CH3:23])[cH:20][cH:21][cH:22]2)=[O:29])[CH2:7][c:8]2[cH:9][cH:10][cH:11][cH:12][c:13]2[CH2:14]1. Reactants: O (water), FC1=CC=C(C=C1)C1=NN2C(CCCC2)=C1C1=CC(=NC=C1)N (4-[2-(4-fluorophenyl)-4,5,6,7-tetrahydropyrazolo[1,5-a]pyridin-3-yl]pyridin-2-amine), CCN(C(C)C)C(C)C (Huenigs base), O1CCCC1 (tetrahydrofuran), C1(CC1)C(=O)Cl (cyclopropanecarbonyl chloride). Reaction conditions: time 20 hour. Product: C1(CC1)C(=O)N(C(=O)C1CC1)C1=NC=CC(=C1)C=1C(=NN2C1CCCC2)C2=CC=C(C=C2)F (N-(cyclopropylcarbonyl)-N-{4-[2-(4-fluorophenyl)-4,5,6,7-tetrahydropyrazolo[1,5-a]pyridin-3-yl]pyridin-2-yl}cyclopropanecarboxamide). Isolated yield 75.0%. As a reaction SMILES: [F:1][C:2]1[CH:7]=[CH:6][C:5]([C:8]2[C:16]([C:17]3[CH:22]=[CH:21][N:20]=[C:19]([NH2:23])[CH:18]=3)=[C:11]3[CH2:12][CH2:13][CH2:14][CH2:15][N:10]3[N:9]=2)=[CH:4][CH:3]=1.CCN(C(C)C)C(C)C.[CH:33]1([C:36](Cl)=[O:37])[CH2:35][CH2:34]1.O.[O:40]1[CH2:44][CH2:43][CH2:42][CH2:41]1>>[CH:33]1([C:36]([N:23]([C:19]2[CH:18]=[C:17]([C:16]3[C:8]([C:5]4[CH:6]=[CH:7][C:2]([F:1])=[CH:3][CH:4]=4)=[N:9][N:10]4[CH2:15][CH2:14][CH2:13][CH2:12][C:11]=34)[CH:22]=[CH:21][N:20]=2)[C:44]([CH:43]2[CH2:41][CH2:42]2)=[O:40])=[O:37])[CH2:35][CH2:34]1. Reported procedure: 154 mg (0.5 mmol) of 4-[2-(4-fluorophenyl)-4,5,6,7-tetrahydropyrazolo[1,5-a]pyridin-3-yl]pyridin-2-amine and 193 mg (1.5 mmol, 3 eq) of Huenigs base are dissolved in 4 mL tetrahydrofuran. To this are added 156 mg of cyclopropanecarbonyl chloride (1.5 mmol, 3 eq) and the reaction mixture is stirred for 20 hrs at room temperature. Then the reaction mixture is treated with water and extracted with ethyl acetate. The organic phases are dried over Na2SO4 and the solvents are removed under vacuum. The... Starting materials: solution, Cl (hydrogen chloride), C(C1=CC=CC=C1)OC(NCCNC([C@H](CCNC(=O)OCC1=CC=CC=C1)NC([C@@H](NC(=O)OC(C)(C)C)CCCNC(=O)OCC1=CC=CC=C1)=O)=O)=O (benzyl{2-[((2S)-4-{[(benzyloxy)carbonyl]amino}-2-{[N5-[(benzyloxy)carbonyl]-N2-(tert-butoxycarbonyl)-L-ornithyl]amino}butanoyl)amino]ethyl}carbamate), O1CCOCC1 (dioxane), O1CCOCC1 (dioxane). Reaction conditions: time 4 hour. The product is Cl.C(C1=CC=CC=C1)N(C(O)=O)CCC[C@@H](C(N[C@H](C(NCCNC(OCC1=CC=CC=C1)=O)=O)CCNC(=O)OCC1=CC=CC=C1)=O)N (Benzyl[(4S,7S)-4-amino-7-(2-{[(benzyloxy)carbonyl]amino}ethyl)-5,8,13-trioxo-15-phenyl-14-oxa-6,9,12-triazapentadec-1-yl]carbamate hydrochloride). Reaction SMILES: [ClH:1].[CH2:2]([O:9][C:10](=[O:57])[NH:11][CH2:12][CH2:13][NH:14][C:15](=[O:56])[C@@H:16]([NH:30][C:31](=[O:55])[C@H:32]([CH2:41][CH2:42][CH2:43][NH:44][C:45]([O:47]CC1C=CC=CC=1)=[O:46])[NH:33]C(OC(C)(C)C)=O)[CH2:17][CH2:18][NH:19][C:20]([O:22][CH2:23][C:24]1[CH:29]=[CH:28][CH:27]=[CH:26][CH:25]=1)=[O:21])C1C=CC=CC=1.O1[CH2:63][CH2:62]OCC1>>[ClH:1].[CH2:23]([N:44]([CH2:43][CH2:42][CH2:41][C@H:32]([NH2:33])[C:31](=[O:55])[NH:30][C@@H:16]([CH2:17][CH2:18][NH:19][C:20]([O:22][CH2:23][C:24]1[CH:29]=[CH:28][CH:27]=[CH:26][CH:25]=1)=[O:21])[C:15](=[O:56])[NH:14][CH2:13][CH2:12][NH:11][C:10](=[O:57])[O:9][CH2:2][C:63]1[CH:62]=[CH:15][CH:16]=[CH:17][CH:18]=1)[C:45](=[O:46])[OH:47])[C:24]1[CH:25]=[CH:26][CH:27]=[CH:28][CH:29]=1 |f:3.4|. Procedure: 3.7 ml of a 4M solution of hydrogen chloride in dioxane are added to a solution of 71 mg (0.091 mmol) of benzyl{2-[((2S)-4-{[(benzyloxy)carbonyl]amino}-2-{[N5-[(benzyloxy)carbonyl]-N2-(tert-butoxycarbonyl)-L-ornithyl]amino}butanoyl)amino]ethyl}carbamate (Example 112A) in 1.5 ml of dioxane at RT. After 4 h at RT, the reaction solution is concentrated in vacuo, coevaporated with dichloromethane several times and dried under high vacuum. The crude product is reacted without further purification. The reactants are C(C)OC(CC1=CC2=CC=C(C=C2C=C1)OC1CCC(CC1)C(C)(C)C)=O ([6-(4-tert-butyl-cyclohexyloxy)-naphthalen-2-yl]-acetic acid ethyl ester), [AlH4-].[Li+] (lithium tetrahydroaluminate). The solvent is C1CCOC1 (THF), C1CCOC1 (THF). Conditions: time 2 hour. Yields the product C(C)(C)(C)C1CCC(CC1)OC=1C=C2C=CC(=CC2=CC1)CCO (2-[6-(4-tert-Butyl-cyclohexyloxy)-naphthalen-2-yl]-ethanol). Yield: 76.6%. As a reaction SMILES: C([O:3][C:4](=O)[CH2:5][C:6]1[CH:15]=[CH:14][C:13]2[C:8](=[CH:9][CH:10]=[C:11]([O:16][CH:17]3[CH2:22][CH2:21][CH:20]([C:23]([CH3:26])([CH3:25])[CH3:24])[CH2:19][CH2:18]3)[CH:12]=2)[CH:7]=1)C.[AlH4-].[Li+]>C1COCC1>[C:23]([CH:20]1[CH2:21][CH2:22][CH:17]([O:16][C:11]2[CH:12]=[C:13]3[C:8](=[CH:9][CH:10]=2)[CH:7]=[C:6]([CH2:5][CH2:4][OH:3])[CH:15]=[CH:14]3)[CH2:18][CH2:19]1)([CH3:26])([CH3:24])[CH3:25] |f:1.2|. Reported procedure: To a solution of [6-(4-tert-butyl-cyclohexyloxy)-naphthalen-2-yl]-acetic acid ethyl ester (250 mg, 0.68 mmol) in THF (10 mL) was added 1.0 M of lithium tetrahydroaluminate in THF (2 mL, 2 mmol) at 0° C. After stirred at room temperature for 2 hrs, the solution was quenched with ethyl acetate (1 mL), then added Rochelle's salt aqueous (1.5 mL). The solution was stirred for 1 hr, then extracted with ethyl acetate. The organic phase was dried over MgSO4, filtered and concentrated. The resulting cru... The reactants are Cl.Cl.C(CCC)C1=C(C=C(N=N1)OCC1CNCCO1)C1=CC=C(C=C1)OC1CCCCC1 (2-[6-butyl-5-(4-cyclohexyloxy-phenyl)-pyridazin-3-yloxymethyl]-morpholine dihydrochloride), C=O (formaldehyde), C(C)(=O)O[BH-](OC(C)=O)OC(C)=O (triacetoxyborohydride). The solvent is C(Cl)Cl (DCM). Conditions: time 12 hour. The product is C(CCC)C1=C(C=C(N=N1)OCC1CN(CCO1)C)C1=CC=C(C=C1)OC1CCCCC1 (2-[6-butyl-5-(4-cyclohexyloxy-phenyl)-pyridazin-3-yloxymethyl]-4-methyl-morpholine). Reaction SMILES: Cl.Cl.[CH2:3]([C:7]1[N:12]=[N:11][C:10]([O:13][CH2:14][CH:15]2[O:20][CH2:19][CH2:18][NH:17][CH2:16]2)=[CH:9][C:8]=1[C:21]1[CH:26]=[CH:25][C:24]([O:27][CH:28]2[CH2:33][CH2:32][CH2:31][CH2:30][CH2:29]2)=[CH:23][CH:22]=1)[CH2:4][CH2:5][CH3:6].C=O.[C:36](O[BH-](OC(=O)C)OC(=O)C)(=O)C>C(Cl)Cl>[CH2:3]([C:7]1[N:12]=[N:11][C:10]([O:13][CH2:14][CH:15]2[O:20][CH2:19][CH2:18][N:17]([CH3:36])[CH2:16]2)=[CH:9][C:8]=1[C:21]1[CH:22]=[CH:23][C:24]([O:27][CH:28]2[CH2:33][CH2:32][CH2:31][CH2:30][CH2:29]2)=[CH:25][CH:26]=1)[CH2:4][CH2:5][CH3:6] |f:0.1.2|. Procedure: To a solution of 2-[6-butyl-5-(4-cyclohexyloxy-phenyl)-pyridazin-3-yloxymethyl]-morpholine dihydrochloride (0.067 mmol, 0.031 g) and aqueous formaldehyde (37%, 0.304 mmol, 0.025 mL) in dry DCM (2 mL) was added macroporous resin-bound triacetoxyborohydride (loading 2.36 mmol/gram, 0.364 mmol, 0.154 g). The mixture was shaken for 12 hours. The reaction was filtered and the resin was washed with DCM (5 mL). The solvent was removed under reduced pressure. The crude product was purified on a 4 g SiO2... Reactants: CCOC(C)=O, [H][H], O=[N+]([O-])c1ccc(N2CCOCC2)nc1. Product: Nc1ccc(N2CCOCC2)nc1. RXN SMILES: [CH3:18][CH2:19][O:20][C:21](=[O:22])[CH3:23].[H:16][H:17].[N+:1]([O-:2])(=[O:3])[c:4]1[cH:5][cH:6][c:7]([N:10]2[CH2:11][CH2:12][O:13][CH2:14][CH2:15]2)[n:8][cH:9]1>>[NH2:1][c:4]1[cH:5][cH:6][c:7]([N:10]2[CH2:11][CH2:12][O:13][CH2:14][CH2:15]2)[n:8][cH:9]1. Reactants: N1C=NC(=C1)CC(=O)O (2-(1H-imidazol-4-yl)acetic acid), Product, C1(CC1)COC=1C=C(C=CC1OC(F)F)N1C[C@@H](NCC1)CC(C)C ((S)-1-(3-Cyclopropylmethoxy-4-difluoromethoxy-phenyl)-3-isobutyl-piperazine), C1(CC1)COC=1C=C(C=CC1OC(F)F)N1C[C@@H](NCC1)CC(C)C ((S)-1-(3-Cyclopropylmethoxy-4-difluoromethoxy-phenyl)-3-isobutyl-piperazine). Product: C1(CC1)COC=1C=C(C=CC1OC(F)F)N1C[C@@H](N(CC1)C(CC=1N=CNC1)=O)CC(C)C ((S)-1-(4-(3-(cyclopropylmethoxy)-4-(difluoromethoxy)phenyl)-2-isobutylpiperazin-1-yl)-2-(1H-imidazol-4-yl)ethanone). RXN SMILES: [NH:1]1[CH:5]=[C:4]([CH2:6][C:7]([OH:9])=O)[N:3]=[CH:2]1.[CH:10]1([CH2:13][O:14][C:15]2[CH:16]=[C:17]([N:25]3[CH2:30][CH2:29][NH:28][C@@H:27]([CH2:31][CH:32]([CH3:34])[CH3:33])[CH2:26]3)[CH:18]=[CH:19][C:20]=2[O:21][CH:22]([F:24])[F:23])[CH2:12][CH2:11]1>>[CH:10]1([CH2:13][O:14][C:15]2[CH:16]=[C:17]([N:25]3[CH2:30][CH2:29][N:28]([C:7](=[O:9])[CH2:6][C:4]4[N:3]=[CH:2][NH:1][CH:5]=4)[C@@H:27]([CH2:31][CH:32]([CH3:34])[CH3:33])[CH2:26]3)[CH:18]=[CH:19][C:20]=2[O:21][CH:22]([F:23])[F:24])[CH2:12][CH2:11]1. Procedure: Prepared by the method outlined for Example 189 using 2-(1H-imidazol-4-yl)acetic acid and (S)-1-(3-cyclopropylmethoxy-4-difluoromethoxy-phenyl)-3-isobutyl-piperazine (Example 37, Compound 125) as starting materials. Product as an off-white solid (14%). LC/MS (Method B) 2.94 min, [M+1]+ 463.0. Potency class B. Reactants: CCCC[N+](CCCC)(CCCC)CCCC, CC(C)c1ccc(Cc2cn([Si](C(C)C)(C(C)C)C(C)C)c3ncccc23)cn1, [F-], C1CCOC1, O. The product is CC(C)c1ccc(Cc2c[nH]c3ncccc23)cn1. As a reaction SMILES: [CH2:31]([N+:32]([CH2:33][CH2:34][CH2:35][CH3:36])([CH2:37][CH2:38][CH2:39][CH3:40])[CH2:41][CH2:42][CH2:43][CH3:44])[CH2:45][CH2:46][CH3:47].[CH:1]([CH3:2])([CH3:3])[c:4]1[cH:5][cH:6][c:7]([CH2:10][c:11]2[cH:12][n:13]([Si:20]([CH:21]([CH3:22])[CH3:23])([CH:24]([CH3:25])[CH3:26])[CH:27]([CH3:28])[CH3:29])[c:14]3[n:15][cH:16][cH:17][cH:18][c:19]23)[cH:8][n:9]1.[F-:30].[O:49]1[CH2:50][CH2:51][CH2:52][CH2:53]1.[OH2:48]>>[CH:1]([CH3:2])([CH3:3])[c:4]1[cH:5][cH:6][c:7]([CH2:10][c:11]2[cH:12][nH:13][c:14]3[n:15][cH:16][cH:17][cH:18][c:19]23)[cH:8][n:9]1. Starting materials: C(C)(C)(C)OC(=O)NCC1CN(CC1)CCCN (3-(3-tert-Butoxycarbonylaminomethylpyrrolidin-1-yl)propylamine), O(C)C1=CC=C(C(=O)Cl)C=C1 (4-methoxylbenzoyl chloride), NC1=CC(=C(C(=O)O)C=C1Cl)OC (4-amino-5-chloro-2-methoxybenzoic acid). The product is NC1=CC(=C(C(=O)NCC2CN(CC2)CCCNC(C2=CC=C(C=C2)OC)=O)C=C1Cl)OC (4-amino-5-chloro-2-methoxy-N-(1-(3-(4-methoxybenzoylamino)propyl)pyrrolidin-3-ylmethyl)benzamide). As a reaction SMILES: C(O[C:6]([NH:8][CH2:9][CH:10]1[CH2:14][CH2:13][N:12]([CH2:15][CH2:16][CH2:17][NH2:18])[CH2:11]1)=[O:7])(C)(C)C.[O:19]([C:21]1[CH:29]=[CH:28][C:24]([C:25](Cl)=[O:26])=[CH:23][CH:22]=1)[CH3:20].[NH2:30][C:31]1[C:39]([Cl:40])=[CH:38][C:34](C(O)=O)=[C:33]([O:41][CH3:42])[CH:32]=1>>[NH2:30][C:31]1[C:39]([Cl:40])=[CH:38][C:34]([C:6]([NH:8][CH2:9][CH:10]2[CH2:14][CH2:13][N:12]([CH2:15][CH2:16][CH2:17][NH:18][C:25](=[O:26])[C:24]3[CH:28]=[CH:29][C:21]([O:19][CH3:20])=[CH:22][CH:23]=3)[CH2:11]2)=[O:7])=[C:33]([O:41][CH3:42])[CH:32]=1. Reported procedure: 3-(3-tert-Butoxycarbonylaminomethylpyrrolidin-1-yl)propylamine (1.03 g) as starting compound was reacted and treated in the same manner as in Example 1 using 4-methoxylbenzoyl chloride (0.68 g) and 4-amino-5-chloro-2-methoxybenzoic acid (0.41 g) to give 4-amino-5-chloro-2-methoxy-N-(1-(3-(4-methoxybenzoylamino)propyl)pyrrolidin-3-ylmethyl)benzamide.